Dataset: the Open Reaction Database (ORD), a public repository of structured organic reaction records. Task: describe an organic reaction: reactants, conditions, products, and yield Reactants: C(C)OC(=O)C=1N=C2N(C3=CC=C(C=C3NC2=O)C(F)(F)F)C1CN1C(=NC=C1)C (2-Ethoxycarbonyl-1-(2-methyl-1-imidazolyl)methyl-7-trifluoromethylimidazo[1,2-a]quinoxalin-4(5H)-one). Run in Br (hydrobromic acid). Reaction conditions: temperature 80 celsius, time 16 hour. The product is C(=O)(O)C=1N=C2N(C3=CC=C(C=C3NC2=O)C(F)(F)F)C1CN1C(=NC=C1)C (2-Carboxy-1-(2-methyl-1-imidazolyl)methyl-7-trifluoromethylimidazo [1,2-a]quinoxalin-4(5H)-one). As a reaction SMILES: C([O:3][C:4]([C:6]1[N:7]=[C:8]2[C:17](=[O:18])[NH:16][C:15]3[C:10](=[CH:11][CH:12]=[C:13]([C:19]([F:22])([F:21])[F:20])[CH:14]=3)[N:9]2[C:23]=1[CH2:24][N:25]1[CH:29]=[CH:28][N:27]=[C:26]1[CH3:30])=[O:5])C>Br>[C:4]([C:6]1[N:7]=[C:8]2[C:17](=[O:18])[NH:16][C:15]3[C:10](=[CH:11][CH:12]=[C:13]([C:19]([F:21])([F:20])[F:22])[CH:14]=3)[N:9]2[C:23]=1[CH2:24][N:25]1[CH:29]=[CH:28][N:27]=[C:26]1[CH3:30])([OH:5])=[O:3]. Procedure: A suspension of 2-ethoxycarbonyl-1-(2-methyl-1-imidazolyl)methyl-7-trifluoromethylimidazo[1,2-a]quinoxalin-4(5H)-one (Example 7) (300 mg, 0.72 mmol) in hydrobromic acid (48% in water) (20 ml) was stirred at 80° C. for 16 h. The precipitate was collected and washed with ether. M.p. >250° C. The reactants are CN(C)CCCl, Cl, [Na+], [OH-], Sc1nc2ccccc2n1CCc1ccccc1. Yields the product CN(C)CCSc1nc2ccccc2n1CCc1ccccc1. RXN SMILES: [CH3:20][N:21]([CH2:22][CH2:23][Cl:24])[CH3:25].[ClH:19].[Na+:27].[OH-:26].[c:1]1([CH2:7][CH2:8][n:9]2[c:10]([SH:18])[n:11][c:12]3[c:13]2[cH:14][cH:15][cH:16][cH:17]3)[cH:2][cH:3][cH:4][cH:5][cH:6]1>>[c:1]1([CH2:7][CH2:8][n:9]2[c:10]([S:18][CH2:23][CH2:22][N:21]([CH3:20])[CH3:25])[n:11][c:12]3[c:13]2[cH:14][cH:15][cH:16][cH:17]3)[cH:2][cH:3][cH:4][cH:5][cH:6]1. Reactants: C(C)(=O)O[BH-](OC(C)=O)OC(C)=O.[Na+] (sodium triacetoxyborohydride), C1(=CC=C(C=C1)S(=O)(=O)O)C (p-toluenesulphonic acid), C(C1=CC=CC=C1)N1C(CCCC1)=O (1-benzylpiperidone), N1CCOCC1 (morpholine), C([O-])([O-])=O.[K+].[K+] (potassium carbonate). The solvent is C(C)(=O)O (acetic acid), O1CCCC1 (tetrahydrofuran), O (water). Run at time 4 hour. The product is C1(=CC=CC=C1)CN1CCC(CC1)N1CCOCC1 (4-[1-(phenylmethyl)-4-piperidinyl]-morpholine). Reaction SMILES: [CH2:1]([N:8]1[CH2:13][CH2:12][CH2:11][CH2:10][C:9]1=O)[C:2]1[CH:7]=[CH:6][CH:5]=[CH:4][CH:3]=1.[NH:15]1[CH2:20][CH2:19][O:18][CH2:17][CH2:16]1.C1(C)C=CC(S(O)(=O)=O)=CC=1.C(O[BH-](OC(=O)C)OC(=O)C)(=O)C.[Na+].C(=O)([O-])[O-].[K+].[K+]>O1CCCC1.O.C(O)(=O)C>[C:2]1([CH2:1][N:8]2[CH2:13][CH2:12][CH:11]([N:15]3[CH2:20][CH2:19][O:18][CH2:17][CH2:16]3)[CH2:10][CH2:9]2)[CH:7]=[CH:6][CH:5]=[CH:4][CH:3]=1 |f:3.4,5.6.7|. Reported procedure: 30 mL (0.162 Mol) 1-benzylpiperidone (L) and 16.1 mL (0.185 Mol) morpholine (M) are dissolved in 407 mL tetrahydrofuran at ambient temperature. While cooling, 1.0 g (5 mmol) of p-toluenesulphonic acid and 14.6 mL glacial acetic acid are added, whereupon a jelly-like precipitate is formed. 52.19 g (0.246 Mol) sodium triacetoxyborohydride are added while cooling with ice, during which time the reaction temperature rises to 30° C. After 4 hours at 20° C., 90 mL water are added dropwise. After anoth... Reactants: ClC=1C=NC=2C3=C(C=CC2C1)N(C(=N3)O)C (7-chloro-2-hydroxy-3-methylimidazo[4,5-h]quinoline), P(Cl)(Cl)(Cl)(Cl)Cl (phosphorus pentachloride), O=P(Cl)(Cl)Cl (phosphorus oxytrichloride), ice, [OH-].[Na+] (sodium hydroxide). Yields the product ClC1=NC2=C(C=CC=3C=C(C=NC23)Cl)N1C (2,7-Dichloro-3-methylimidazo[4,5-h]quinoline). Yield: 37.0%. Reaction SMILES: [Cl:1][C:2]1[CH:3]=[N:4][C:5]2[C:6]3[N:14]=[C:13](O)[N:12]([CH3:16])[C:7]=3[CH:8]=[CH:9][C:10]=2[CH:11]=1.P(Cl)(Cl)(Cl)(Cl)[Cl:18].O=P(Cl)(Cl)Cl.[OH-].[Na+]>>[Cl:18][C:13]1[N:12]([CH3:16])[C:7]2[CH:8]=[CH:9][C:10]3[CH:11]=[C:2]([Cl:1])[CH:3]=[N:4][C:5]=3[C:6]=2[N:14]=1 |f:3.4|. Procedure: 7 g (30 mmol) of 7-chloro-2-hydroxy-3-methylimidazo[4,5-h]quinoline are mixed with 7 g (33.6 mmol) of phosphorus pentachloride and 35 ml (0.38 mol) of phosphorus oxytrichloride. The mixture is refluxed for 15 h, then allowed to cool to room temperature and poured into 500 g of ice, the mixture is neutralized with concentrated sodium hydroxide solution, and the precipitate is filtered off with suction. Drying and recrystallization from ethanol result in 2.8 g (37%) of product; melting point 211° ... Starting materials: C1CCOC1, CCOC(C)=O, [Cl-], [H-], [Na+], O, O=S(=O)(O)c1ccccc1, c1ccc2[nH]ccc2c1. Product: O=S(=O)(c1ccccc1)n1ccc2ccccc21. RXN SMILES: [CH2:24]1[O:25][CH2:26][CH2:27][CH2:28]1.[CH3:29][CH2:30][O:31][C:32]([CH3:33])=[O:34].[Cl-:12].[H-:1].[Na+:2].[OH2:23].[c:13]1([S:19](=[O:20])(=[O:21])[OH:22])[cH:14][cH:15][cH:16][cH:17][cH:18]1.[nH:3]1[cH:4][cH:5][c:6]2[cH:7][cH:8][cH:9][cH:10][c:11]12>>[n:3]1([S:19]([c:13]2[cH:14][cH:15][cH:16][cH:17][cH:18]2)(=[O:20])=[O:21])[cH:4][cH:5][c:6]2[cH:7][cH:8][cH:9][cH:10][c:11]12. Starting materials: OCCCCCCCCCCCCBr, O=C(O)C1CC1, [Cl-]. The product is O=C(OCCCCCCCCCCCCBr)C1CC1. RXN SMILES: [Br:1][CH2:2][CH2:3][CH2:4][CH2:5][CH2:6][CH2:7][CH2:8][CH2:9][CH2:10][CH2:11][CH2:12][CH2:13][OH:14].[CH:16]1([C:19](=[O:20])[OH:21])[CH2:17][CH2:18]1.[Cl-:15]>>[Br:1][CH2:2][CH2:3][CH2:4][CH2:5][CH2:6][CH2:7][CH2:8][CH2:9][CH2:10][CH2:11][CH2:12][CH2:13][O:14][C:19]([CH:16]1[CH2:17][CH2:18]1)=[O:20]. Reactants: NC1=C(C=C(C(=C1)F)Cl)C(=O)C1=CC=CC=C1 ((2-Amino-5-chloro-4-fluoro-phenyl)-phenyl-methanone), N1N=NN=C1CC(=O)O (2-(1H-tetrazol-5-yl)acetic acid). Product: ClC=1C=C2C(=C(C(NC2=CC1F)=O)C1=NN=NN1)C1=CC=CC=C1 (6-Chloro-7-fluoro-4-phenyl-3-(1H-tetrazol-5-yl)-1H-quinolin-2-one). Reaction SMILES: [NH2:1][C:2]1[CH:7]=[C:6]([F:8])[C:5]([Cl:9])=[CH:4][C:3]=1[C:10]([C:12]1[CH:17]=[CH:16][CH:15]=[CH:14][CH:13]=1)=O.[NH:18]1[C:22]([CH2:23][C:24](O)=[O:25])=[N:21][N:20]=[N:19]1>>[Cl:9][C:5]1[CH:4]=[C:3]2[C:2](=[CH:7][C:6]=1[F:8])[NH:1][C:24](=[O:25])[C:23]([C:22]1[NH:21][N:20]=[N:19][N:18]=1)=[C:10]2[C:12]1[CH:17]=[CH:16][CH:15]=[CH:14][CH:13]=1. Reported procedure: The title compound was prepared in analogy to example 102 step A from (2-amino-5-chloro-4-fluoro-phenyl)-phenyl-methanone (prepared as described in example 105 step D) and 2-(1H-tetrazol-5-yl)acetic acid. Off-white solid. MS (ESI): 342.4 (M+H)+.